describe an organic reaction: reactants, conditions, products, and yield From a dataset of the Open Reaction Database (ORD), a public repository of structured organic reaction records. The reactants are C(=O)(C(F)(F)F)O (TFA), S1C(=NC2=C1C=CC=C2)NC(=O)C=2C=CC=C1CCN(CC21)C=2SC(=C(N2)C(=O)O)CCCOC2=CC=C(C=C2)C2=CSC=C2C#N (2-[8-(Benzothiazol-2-ylcarbamoyl)-3,4-dihydro-1H-isoquinolin-2-yl]-5-{3-[4-(4-cyano-thiophen-3-yl)-phenoxy]-propyl}-thiazole-4-carboxylic acid), CN(CCOC=1C=CC(=NC1)C1=CC=C(C=C1)O)C (4-(5-(2-(dimethylamino)ethoxy)pyridin-2-yl)phenol). Yields the product S1C(=NC2=C1C=CC=C2)NC(=O)C=2C=CC=C1CCN(CC21)C=2SC(=C(N2)C(=O)O)CCCOC2=CC=C(C=C2)C2=NC=C(C=C2)OCCN(C)C (2-[8-(Benzothiazol-2-ylcarbamoyl)-3,4-dihydro-1H-isoquinolin-2-yl]-5-(3-{4-[5-(2-dimethylamino-ethoxy)-pyridin-2-yl]-phenoxy}-propyl)-thiazole-4-carboxylic acid). RXN SMILES: C(O)(C(F)(F)F)=O.[S:8]1[C:12]2[CH:13]=[CH:14][CH:15]=[CH:16][C:11]=2[N:10]=[C:9]1[NH:17][C:18]([C:20]1[CH:21]=[CH:22][CH:23]=[C:24]2[C:29]=1[CH2:28][N:27]([C:30]1[S:31][C:32]([CH2:38][CH2:39][CH2:40][O:41][C:42]3[CH:47]=[CH:46][C:45]([C:48]4C(C#N)=CS[CH:49]=4)=[CH:44][CH:43]=3)=[C:33]([C:35]([OH:37])=[O:36])[N:34]=1)[CH2:26][CH2:25]2)=[O:19].[CH3:55][N:56]([CH3:73])[CH2:57][CH2:58][O:59][C:60]1[CH:61]=CC(C2C=CC(O)=CC=2)=[N:64][CH:65]=1>>[S:8]1[C:12]2[CH:13]=[CH:14][CH:15]=[CH:16][C:11]=2[N:10]=[C:9]1[NH:17][C:18]([C:20]1[CH:21]=[CH:22][CH:23]=[C:24]2[C:29]=1[CH2:28][N:27]([C:30]1[S:31][C:32]([CH2:38][CH2:39][CH2:40][O:41][C:42]3[CH:43]=[CH:44][C:45]([C:46]4[CH:47]=[CH:61][C:60]([O:59][CH2:58][CH2:57][N:56]([CH3:73])[CH3:55])=[CH:65][N:64]=4)=[CH:48][CH:49]=3)=[C:33]([C:35]([OH:37])=[O:36])[N:34]=1)[CH2:26][CH2:25]2)=[O:19]. Procedure details: The title compound 90 was prepared as a TFA salt in a similar manner to the synthesis of compound 51 by substituting compound 51A with compound 90B: 1H NMR (DMSO-d6): δ 9.60 (s, 1H), 8.09 (d, J=2.76 Hz, 1H), 8.02 (d, J=7.37 Hz, 1H), 7.93 (d, J=8.9 Hz, 2H), 7.85 (d, J=8.9 Hz, 1H), 7.79 (d, J=8.29 Hz, 1H), 7.67 (d, J=7.67 Hz, 1H), 7.33-7.51 (m, 5H), 6.99 (d, J=8.9 Hz, 2H), 4.84 (s, 2H), 4.42-4.45 (m, 2H), 4.04 (d, J=6.29 Hz, 2H), 3.83 (d, J=5.83 Hz, 1H), 3.55 (br, 2H), 3.16-3.21 (m, 2H), 3.03 (t, ... The reactants are FC(C=1C=C(C=CC1)C=CC(=O)N)(F)F (3-(3-Trifluoromethyl-phenyl)-acrylamide), ClCC(=O)CCl (1,3-dichloro acetone). The solvent is C1(=CC=CC=C1)C (toluene). Yields the product ClCC=1N=C(OC1)C=CC1=CC(=CC=C1)C(F)(F)F (4-Chloromethyl-2-[2-(3-trifluoromethyl-phenyl)-vinyl]-oxazole). As a reaction SMILES: [F:1][C:2]([F:15])([F:14])[C:3]1[CH:4]=[C:5]([CH:9]=[CH:10][C:11]([NH2:13])=[O:12])[CH:6]=[CH:7][CH:8]=1.[Cl:16][CH2:17][C:18]([CH2:20]Cl)=O>C1(C)C=CC=CC=1>[Cl:16][CH2:17][C:18]1[N:13]=[C:11]([CH:10]=[CH:9][C:5]2[CH:6]=[CH:7][CH:8]=[C:3]([C:2]([F:14])([F:15])[F:1])[CH:4]=2)[O:12][CH:20]=1. Reported procedure: 2.0 g (9.3 mmol) 3-(3-Trifluoromethyl-phenyl)-acrylamide, 4.13 g (32.5 mmol) 1,3-dichloro acetone and 20.0 ml toluene were kept at reflux temperature for 16 h with continuous removal of water by use of a Dean-Stark trap. After removal of solvents in vacuo, the residue was purified by flash column chromatography (heptanes/ethyl acetate 2:1). Yield: 1.92 g (72%) 4-Chloromethyl-2-[2-(3-trifluoromethyl-phenyl)-vinyl]-oxazole as tan solid. Reactants: NCCCCO (4-aminobutanol), C(C)OC(C(F)(F)F)=O (trifluoroacetic acid ethyl ester). Solvent: C(C)O (ethanol). The product is FC(C(=O)NCCCCO)(F)F (4-trifluoroacetamidobutanol). The yield is 104.8%. Reaction SMILES: [NH2:1][CH2:2][CH2:3][CH2:4][CH2:5][OH:6].C([O:9][C:10](=O)[C:11]([F:14])([F:13])[F:12])C>C(O)C>[F:12][C:11]([F:14])([F:13])[C:10]([NH:1][CH2:2][CH2:3][CH2:4][CH2:5][OH:6])=[O:9]. Procedure: A solution (100 ml) of 4-aminobutanol (2.50 g, 28.05 mmol) and trifluoroacetic acid ethyl ester (19.92 g, 140.26 mmol) in ethanol was stirred at room temperature overnight. The reaction mixture was concentrated under reduced pressure to give 4-trifluoroacetamidobutanol (11) (5.44 g, q.) as a colorless syrup. The reactants are C(C)(=O)O[BH-](OC(C)=O)OC(C)=O (triacetoxy borohydride), C1(CC1)CN(C1=CC(=NC=N1)C(=O)NC1=C(C=C(C=C1)C=O)C)CCC (6-((cyclopropylmethyl)(propyl)amino)-N-(4-formyl-2-methylphenyl)pyrimidine-4-carboxamide), C1(CC1)CN(C1=CC(=NC=N1)C(=O)NC1=C(C=C(C=C1)C=O)C)CCC (6-((cyclopropylmethyl)(propyl)amino)-N-(4-formyl-2-methylphenyl)pyrimidine-4-carboxamide), CNCCO (2-(methylamino)ethanol). The solvent is C(Cl)Cl (DCM). Conditions: time 15 hour. Product: C1(CC1)CN(C1=CC(=NC=N1)C(=O)NC1=C(C=C(C=C1)CN(C)CCO)C)CCC (6-[(cyclopropylmethyl)(propyl)amino]-N-(4-{[(2-hydroxyethyl)(methyl)amino]methyl}-2-methylphenyl)pyrimidine-4-carboxamide). Reaction SMILES: [CH:1]1([CH2:4][N:5]([CH2:24][CH2:25][CH3:26])[C:6]2[N:11]=[CH:10][N:9]=[C:8]([C:12]([NH:14][C:15]3[CH:20]=[CH:19][C:18]([CH:21]=O)=[CH:17][C:16]=3[CH3:23])=[O:13])[CH:7]=2)[CH2:3][CH2:2]1.[CH3:27][NH:28][CH2:29][CH2:30][OH:31].C(O[BH-](OC(=O)C)OC(=O)C)(=O)C>C(Cl)Cl>[CH:1]1([CH2:4][N:5]([CH2:24][CH2:25][CH3:26])[C:6]2[N:11]=[CH:10][N:9]=[C:8]([C:12]([NH:14][C:15]3[CH:20]=[CH:19][C:18]([CH2:21][N:28]([CH2:29][CH2:30][OH:31])[CH3:27])=[CH:17][C:16]=3[CH3:23])=[O:13])[CH:7]=2)[CH2:2][CH2:3]1. Reported procedure: A solution of 6-((cyclopropylmethyl)(propyl)amino)-N-(4-formyl-2-methylphenyl)pyrimidine-4-carboxamide (Intermediate 29, 100 mg; 0.28 mmol) in DCM (5 ml) was treated with 2-(methylamino)ethanol (Aldrich, 112.7 mg; 0.42 mmol) followed by polymer supported triacetoxy borohydride (150 mg). After stirring for 15 hours the mixture was filtered and the solvent removed in vacuo. The residue was purified by column chromatography (silica) eluting with petroleum ether containing increasing amounts of EtOA... Reactants: COC1=CC=C(C=C1C(=O)O)C(=O)N (6-methoxyisophthalamic acid), ClC1=C(N)C=C(C(=C1)F)C (2-chloro-4-fluoro-5-methylaniline). Yields the product ClC1=C(C=C(C(=C1)F)C)NC(C=1C=C(C(=O)N)C=CC1OC)=O (3-N-(2-chloro-4-fluoro-5-methylphenyl)-4-methoxyisophthalamide). RXN SMILES: [CH3:1][O:2][C:3]1[C:8]([C:9]([OH:11])=O)=[CH:7][C:6]([C:12]([NH2:14])=[O:13])=[CH:5][CH:4]=1.[Cl:15][C:16]1[CH:22]=[C:21]([F:23])[C:20]([CH3:24])=[CH:19][C:17]=1[NH2:18]>>[Cl:15][C:16]1[CH:22]=[C:21]([F:23])[C:20]([CH3:24])=[CH:19][C:17]=1[NH:18][C:9](=[O:11])[C:8]1[CH:7]=[C:6]([CH:5]=[CH:4][C:3]=1[O:2][CH3:1])[C:12]([NH2:14])=[O:13]. Procedure: The captioned compound was synthesized from 6-methoxyisophthalamic acid and 2-chloro-4-fluoro-5-methylaniline by the same procedure as in the manufacturing method described in step C of Example 1-3-1. Starting materials: COc1cc2nccc(Oc3ccc(N)c(F)c3)c2cc1OC, CCO, Cc1ccccc1, O=C(N=C=S)c1ccc([N+](=O)[O-])cc1. The product is COc1cc2nccc(Oc3ccc(NC(=S)NC(=O)c4ccc([N+](=O)[O-])cc4)c(F)c3)c2cc1OC. RXN SMILES: [CH3:1][O:2][c:3]1[cH:4][c:5]2[c:6]([O:15][c:16]3[cH:17][c:18]([F:23])[c:19]([NH2:20])[cH:21][cH:22]3)[cH:7][cH:8][n:9][c:10]2[cH:11][c:12]1[O:13][CH3:14].[CH3:24][CH2:25][OH:26].[CH3:41][c:42]1[cH:43][cH:44][cH:45][cH:46][cH:47]1.[N+:27](=[O:28])([O-:29])[c:30]1[cH:31][cH:32][c:33]([C:36](=[O:37])[N:38]=[C:39]=[S:40])[cH:34][cH:35]1>>[CH3:1][O:2][c:3]1[cH:4][c:5]2[c:6]([O:15][c:16]3[cH:17][c:18]([F:23])[c:19]([NH:20][C:39]([NH:38][C:36]([c:33]4[cH:32][cH:31][c:30]([N+:27](=[O:28])[O-:29])[cH:35][cH:34]4)=[O:37])=[S:40])[cH:21][cH:22]3)[cH:7][cH:8][n:9][c:10]2[cH:11][c:12]1[O:13][CH3:14].